Dataset: the Open Reaction Database (ORD), a public repository of structured organic reaction records. Task: describe an organic reaction: reactants, conditions, products, and yield Yield: 52.8%. Procedure: Using (4-bromo-2-methanesulfonylphenyl)[4-(3,5,6-trimethylpyridin-2-yl)piperazin-1-yl]methanone (370 mg) described in Preparation Example 122 and isothiazolidine 1,1-dioxide (96 mg) and by the reaction and treatment in the same manner as in Example 4, the title compound (212 mg) was obtained. RXN SMILES: Br[C:2]1[CH:7]=[CH:6][C:5]([C:8]([N:10]2[CH2:15][CH2:14][N:13]([C:16]3[C:21]([CH3:22])=[CH:20][C:19]([CH3:23])=[C:18]([CH3:24])[N:17]=3)[CH2:12][CH2:11]2)=[O:9])=[C:4]([S:25]([CH3:28])(=[O:27])=[O:26])[CH:3]=1.[S:29]1(=[O:35])(=[O:34])[CH2:33][CH2:32][CH2:31][NH:30]1>>[O:34]=[S:29]1(=[O:35])[CH2:33][CH2:32][CH2:31][N:30]1[C:2]1[CH:7]=[CH:6][C:5]([C:8]([N:10]2[CH2:15][CH2:14][N:13]([C:16]3[C:21]([CH3:22])=[CH:20][C:19]([CH3:23])=[C:18]([CH3:24])[N:17]=3)[CH2:12][CH2:11]2)=[O:9])=[C:4]([S:25]([CH3:28])(=[O:27])=[O:26])[CH:3]=1. The reactants are BrC1=CC(=C(C=C1)C(=O)N1CCN(CC1)C1=NC(=C(C=C1C)C)C)S(=O)(=O)C ((4-bromo-2-methanesulfonylphenyl)[4-(3,5,6-trimethylpyridin-2-yl)piperazin-1-yl]methanone), S1(NCCC1)(=O)=O (isothiazolidine 1,1-dioxide). Product: O=S1(N(CCC1)C1=CC(=C(C=C1)C(=O)N1CCN(CC1)C1=NC(=C(C=C1C)C)C)S(=O)(=O)C)=O ([4-(1,1-dioxo-1λ6-isothiazolidin-2-yl)-2-methanesulfonylphenyl][4-(3,5,6-trimethylpyridin-2-yl)piperazin-1-yl]methanone).